This data is from the Open Reaction Database (ORD), a public repository of structured organic reaction records. The task is: describe an organic reaction: reactants, conditions, products, and yield The reactants are CS(=O)(=O)c1ccc(C(=O)O)c(Cl)c1, Nc1ccc(Cl)c(-c2ccccn2)c1. The product is CS(=O)(=O)c1ccc(C(=O)Nc2ccc(Cl)c(-c3ccccn3)c2)c(Cl)c1. RXN SMILES: [Cl:15][c:16]1[c:17]([C:18](=[O:19])[OH:20])[cH:21][cH:22][c:23]([S:25](=[O:26])(=[O:27])[CH3:28])[cH:24]1.[Cl:1][c:2]1[c:3](-[c:9]2[n:10][cH:11][cH:12][cH:13][cH:14]2)[cH:4][c:5]([NH2:6])[cH:7][cH:8]1>>[Cl:1][c:2]1[c:3](-[c:9]2[n:10][cH:11][cH:12][cH:13][cH:14]2)[cH:4][c:5]([NH:6][C:18]([c:17]2[c:16]([Cl:15])[cH:24][c:23]([S:25](=[O:26])(=[O:27])[CH3:28])[cH:22][cH:21]2)=[O:19])[cH:7][cH:8]1.